This data is from the Open Reaction Database (ORD), a public repository of structured organic reaction records. The task is: describe an organic reaction: reactants, conditions, products, and yield Starting materials: BrC1=CC2=C(C=C1)C=1C(=NC=C(C1S2)C#N)NCC2=CC=C(C=C2)OC (7-Bromo-1-[(4-methoxybenzyl)amino][1]benzothieno[3,2-c]pyridine-4-carbonitrile), FC(C1=CC=C(C=C1)B(O)O)(F)F (4-trifluoromethylphenylboronic acid), C1=CC=C(C=C1)P(C2=CC=CC=C2)C3=CC=CC=C3 (Ph3P), C(=O)([O-])[O-].[Na+].[Na+] (Na2CO3). Reagents/catalysts: CC(=O)[O-].CC(=O)[O-].[Pd+2] (Pd(OAc)2). Solvent: 1-PrOH DMF. Conditions: temperature 100 celsius. Product: COC1=CC=C(CNC2=NC=C(C3=C2C2=C(S3)C=C(C=C2)C2=CC=C(C=C2)C(F)(F)F)C#N)C=C1 (1-[(4-Methoxybenzyl)amino]-7-[4-(trifluoromethyl)phenyl][1]benzothieno[3,2-c]pyridine-4-carbonitrile). As a reaction SMILES: Br[C:2]1[CH:7]=[CH:6][C:5]2[C:8]3[C:9]([NH:17][CH2:18][C:19]4[CH:24]=[CH:23][C:22]([O:25][CH3:26])=[CH:21][CH:20]=4)=[N:10][CH:11]=[C:12]([C:15]#[N:16])[C:13]=3[S:14][C:4]=2[CH:3]=1.[F:27][C:28]([F:39])([F:38])[C:29]1[CH:34]=[CH:33][C:32](B(O)O)=[CH:31][CH:30]=1.C1C=CC(P(C2C=CC=CC=2)C2C=CC=CC=2)=CC=1.C([O-])([O-])=O.[Na+].[Na+]>CC([O-])=O.CC([O-])=O.[Pd+2]>[CH3:26][O:25][C:22]1[CH:23]=[CH:24][C:19]([CH2:18][NH:17][C:9]2[C:8]3[C:5]4[CH:6]=[CH:7][C:2]([C:32]5[CH:33]=[CH:34][C:29]([C:28]([F:39])([F:38])[F:27])=[CH:30][CH:31]=5)=[CH:3][C:4]=4[S:14][C:13]=3[C:12]([C:15]#[N:16])=[CH:11][N:10]=2)=[CH:20][CH:21]=1 |f:3.4.5,6.7.8|. Reported procedure: A mixture containing 7-bromo-1-[(4-methoxybenzyl)amino][1]benzothieno[3,2-c]pyridine-4-carbonitrile (Example 12, Step 9), 4-trifluoromethylphenylboronic acid (1.7 equiv), Pd(OAc)2 (0.14 equiv), Ph3P (0.42 equiv), Na2CO3 2 M (2.9 equiv) in 1-PrOH/DMF (3/1) (0.09 M) was degassed and heated at 100° C. for 3 h. The resulting mixture was concentrated to dryness, and the crude solid was washed successively with H2O and MeOH to provide the title compound as a brown solid. Starting materials: BrC1=CC=C2C=CNC2=C1F (6-bromo-7-fluoro-1H-indole), [H-].[Na+] (sodium hydride), CI (Methyl iodide). Run in C1CCOC1 (THF). Conditions: temperature 0 celsius, time 30 minute. The product is BrC1=CC=C2C=CN(C2=C1F)C (6-bromo-7-fluoro-1-methyl-1H-indole). Reaction SMILES: [Br:1][C:2]1[C:10]([F:11])=[C:9]2[C:5]([CH:6]=[CH:7][NH:8]2)=[CH:4][CH:3]=1.[H-].[Na+].[CH3:14]I>C1COCC1>[Br:1][C:2]1[C:10]([F:11])=[C:9]2[C:5]([CH:6]=[CH:7][N:8]2[CH3:14])=[CH:4][CH:3]=1 |f:1.2|. Procedure details: To a solution of 6-bromo-7-fluoro-1H-indole (470 mg, 2.19 mmol) in THF (7 mL) at −10° C. was added sodium hydride (175 mg, 4.39 mmol, 60% dispersion) and the mixture was stirred at 0° C. for 30 min. Methyl iodide was added at 0° C. and the reaction was allowed to warm to at 10° C. and stirred for 2 h. The reaction was quenched with saturated ammonium chloride and extracted with DCM. The DCM extract was washed with brine, dried over anhydrous sodium sulfate and evaporated under reduced pressure. ... The reactants are CC1CC(Oc2cccc(N=C(c3ccccc3)c3ccccc3)n2)CCN1C(=O)OC(C)(C)C, CC(=O)[O-], CO, Cl, [Na+], NO. Product: CC1CC(Oc2cccc(N)n2)CCN1C(=O)OC(C)(C)C. RXN SMILES: [C:1]([CH3:2])([CH3:3])([CH3:4])[O:5][C:6](=[O:7])[N:8]1[CH:9]([CH3:35])[CH2:10][CH:11]([O:14][c:15]2[n:16][c:17]([N:21]=[C:22]([c:23]3[cH:24][cH:25][cH:26][cH:27][cH:28]3)[c:29]3[cH:30][cH:31][cH:32][cH:33][cH:34]3)[cH:18][cH:19][cH:20]2)[CH2:12][CH2:13]1.[CH3:37][C:38](=[O:39])[O-:40].[CH3:44][OH:45].[ClH:41].[Na+:36].[OH:42][NH2:43]>>[C:1]([CH3:2])([CH3:3])([CH3:4])[O:5][C:6](=[O:7])[N:8]1[CH:9]([CH3:35])[CH2:10][CH:11]([O:14][c:15]2[n:16][c:17]([NH2:21])[cH:18][cH:19][cH:20]2)[CH2:12][CH2:13]1. Reactants: O=C(Cl)CBr, CCN(C(C)C)C(C)C, ClCCl, Nc1cccc(C(F)(F)F)c1. Yields the product O=C(CBr)Nc1cccc(C(F)(F)F)c1. RXN SMILES: [Br:21][CH2:22][C:23](=[O:24])[Cl:25].[CH:12]([N:13]([CH2:14][CH3:15])[CH:16]([CH3:17])[CH3:18])([CH3:19])[CH3:20].[Cl:26][CH2:27][Cl:28].[F:1][C:2]([c:3]1[cH:4][c:5]([NH2:6])[cH:7][cH:8][cH:9]1)([F:10])[F:11]>>[F:1][C:2]([c:3]1[cH:4][c:5]([NH:6][C:23]([CH2:22][Br:21])=[O:24])[cH:7][cH:8][cH:9]1)([F:10])[F:11]. The reactants are ClCCl, CCOC(=O)C(F)(F)CO, C1=COCCC1, Cc1ccc(S(=O)(=O)[O-])cc1, c1cc[nH+]cc1. Product: CCOC(=O)C(F)(F)COC1CCCCO1. As a reaction SMILES: [Cl:34][CH2:35][Cl:36].[F:7][C:8]([C:9](=[O:10])[O:11][CH2:12][CH3:13])([CH2:14][OH:15])[F:16].[O:1]1[CH2:2][CH2:3][CH2:4][CH:5]=[CH:6]1.[c:17]1([CH3:18])[cH:19][cH:20][c:21]([S:22]([O-:23])(=[O:24])=[O:25])[cH:26][cH:27]1.[nH+:28]1[cH:29][cH:30][cH:31][cH:32][cH:33]1>>[O:1]1[CH2:2][CH2:3][CH2:4][CH2:5][CH:6]1[O:15][CH2:14][C:8]([F:7])([C:9](=[O:10])[O:11][CH2:12][CH3:13])[F:16].